The task is: describe an organic reaction: reactants, conditions, products, and yield. This data is from the Open Reaction Database (ORD), a public repository of structured organic reaction records. The reactants are Cn1cc(Br)cc(Nc2ccc(C3CCN(C(=O)OC(C)(C)C)CC3)cn2)c1=O, ClCCl, O=C(O)C(F)(F)F. Yields the product Cn1cc(Br)cc(Nc2ccc(C3CCNCC3)cn2)c1=O. Reaction SMILES: [Br:1][c:2]1[cH:3][c:4]([NH:10][c:11]2[cH:12][cH:13][c:14]([CH:17]3[CH2:18][CH2:19][N:20]([C:23]([O:24][C:25]([CH3:26])([CH3:27])[CH3:28])=[O:29])[CH2:21][CH2:22]3)[cH:15][n:16]2)[c:5](=[O:9])[n:6]([CH3:8])[cH:7]1.[CH2:37]([Cl:38])[Cl:39].[OH:30][C:31]([C:32]([F:33])([F:34])[F:35])=[O:36]>>[Br:1][c:2]1[cH:3][c:4]([NH:10][c:11]2[cH:12][cH:13][c:14]([CH:17]3[CH2:18][CH2:19][NH:20][CH2:21][CH2:22]3)[cH:15][n:16]2)[c:5](=[O:9])[n:6]([CH3:8])[cH:7]1. Reactants: COCCCNc1cc(Br)ccc1[N+](=O)[O-], CCO, Cl[Sn]Cl. The product is COCCCNc1cc(Br)ccc1N. RXN SMILES: [Br:4][c:5]1[cH:6][cH:7][c:8]([N+:17]([O-:18])=[O:19])[c:9]([NH:11][CH2:12][CH2:13][CH2:14][O:15][CH3:16])[cH:10]1.[CH3:20][CH2:21][OH:22].[Sn:1]([Cl:2])[Cl:3]>>[Br:4][c:5]1[cH:6][cH:7][c:8]([NH2:17])[c:9]([NH:11][CH2:12][CH2:13][CH2:14][O:15][CH3:16])[cH:10]1.